This data is from the Open Reaction Database (ORD), a public repository of structured organic reaction records. The task is: describe an organic reaction: reactants, conditions, products, and yield RXN SMILES: [CH2:54]1[O:55][CH2:56][CH2:57][CH2:58]1.[CH3:36][CH2:37][CH2:38][CH2:39][N+:40]([CH2:41][CH2:42][CH2:43][CH3:44])([CH2:45][CH2:46][CH2:47][CH3:48])[CH2:49][CH2:50][CH2:51][CH3:52].[ClH:53].[F-:35].[F:1][c:2]1[c:3]([CH2:26][O:27][Si:28]([C:29]([CH3:30])([CH3:31])[CH3:32])([CH3:33])[CH3:34])[cH:4][c:5](-[c:8]2[c:9]([CH:16]=[CH:17][CH:18]3[CH2:19][CH:20]([OH:25])[CH2:21][C:22](=[O:24])[O:23]3)[c:10]([CH3:15])[cH:11][c:12]([CH3:14])[cH:13]2)[cH:6][cH:7]1>>[F:1][c:2]1[c:3]([CH2:26][OH:27])[cH:4][c:5](-[c:8]2[c:9]([CH:16]=[CH:17][CH:18]3[CH2:19][CH:20]([OH:25])[CH2:21][C:22](=[O:24])[O:23]3)[c:10]([CH3:15])[cH:11][c:12]([CH3:14])[cH:13]2)[cH:6][cH:7]1. Yields the product Cc1cc(C)c(C=CC2CC(O)CC(=O)O2)c(-c2ccc(F)c(CO)c2)c1. The reactants are C1CCOC1, CCCC[N+](CCCC)(CCCC)CCCC, Cl, [F-], Cc1cc(C)c(C=CC2CC(O)CC(=O)O2)c(-c2ccc(F)c(CO[Si](C)(C)C(C)(C)C)c2)c1. Reactants: COC1=CC=C(C=C1)S(=O)(=O)N (4-methoxybenzenesulfonamide), BrCCC1=CC=C(C(=O)Cl)C=C1 (4-(2-bromoethyl)benzoyl chloride). Run in C1(=CC=CC=C1)C (toluene). Product: BrCCC1=CC=C(C(=O)NS(=O)(=O)C2=CC=C(C=C2)OC)C=C1 (N-[4-(2-bromoethyl)benzoyl]-4-methoxybenzenesulfonamide). RXN SMILES: [CH3:1][O:2][C:3]1[CH:8]=[CH:7][C:6]([S:9]([NH2:12])(=[O:11])=[O:10])=[CH:5][CH:4]=1.[Br:13][CH2:14][CH2:15][C:16]1[CH:24]=[CH:23][C:19]([C:20](Cl)=[O:21])=[CH:18][CH:17]=1>C1(C)C=CC=CC=1>[Br:13][CH2:14][CH2:15][C:16]1[CH:24]=[CH:23][C:19]([C:20]([NH:12][S:9]([C:6]2[CH:5]=[CH:4][C:3]([O:2][CH3:1])=[CH:8][CH:7]=2)(=[O:11])=[O:10])=[O:21])=[CH:18][CH:17]=1. Procedure: A mixture of 18.72 g (0.10 mol) of 4-methoxybenzenesulfonamide, 24.75 g (0.10 mol) of 4-(2-bromoethyl)benzoyl chloride and 200 ml of toluene was stirred and heated to reflux at which time solution was achieved. The solution was heated at reflux for 16.5 hrs. The vapors emitted from the condenser were acidic during reaction. After this time, the solution was cooled and concentrated to an oil. The oil was dissolved in 3:7 heptane:toluene and cooled. Solid crystallized and was collected, washed wit... As a reaction SMILES: N1C=CC=CC=1.[F:7][C:8]([F:32])([F:31])[C:9]1[C:13]([CH:14]([C:16]2[CH:21]=[CH:20][C:19]([Cl:22])=[CH:18][C:17]=2[N+:23]([O-:25])=[O:24])[OH:15])=[C:12]([C:26]([O:28][CH2:29][CH3:30])=[O:27])[NH:11][N:10]=1>ClCCl.[O-2].[Cr+6].[O-2].[O-2]>[Cl:22][C:19]1[CH:20]=[CH:21][C:16]([C:14]([C:13]2[C:9]([C:8]([F:31])([F:7])[F:32])=[N:10][NH:11][C:12]=2[C:26]([O:28][CH2:29][CH3:30])=[O:27])=[O:15])=[C:17]([N+:23]([O-:25])=[O:24])[CH:18]=1 |f:3.4.5.6|. Starting materials: N1=CC=CC=C1 (pyridine), FC(C1=NNC(=C1C(O)C1=C(C=C(C=C1)Cl)[N+](=O)[O-])C(=O)OCC)(F)F (ethyl 3-trifluoromethyl-4-[(4-chloro-2-nitro-phenyl)(hydroxy)methyl]-1H-pyrazole-5-carboxylate). Solvent: ClCCl (dichloromethane), ClCCl (dichloromethane). Conditions: time 15 minute. Isolated yield 81.4%. Product: ClC1=CC(=C(C(=O)C=2C(=NNC2C(=O)OCC)C(F)(F)F)C=C1)[N+](=O)[O-] (Ethyl 4-(4-chloro-2-nitrobenzoyl)-3-trifluoromethyl-1H-pyrazole-5-carboxylate). The reagents and catalysts are [O-2].[Cr+6].[O-2].[O-2] (Chromium(VI) oxide). Procedure: Chromium(VI) oxide (CrO3, 2.828 g, 28.28 mmol) was added to a solution of pyridine (4.58 mL, 56.63 mmol) in dichloromethane (70 mL) and the mixture was stirred at room temperature for 15 minutes. To the resulting burgundy-colored solution was added a solution of ethyl 3-trifluoromethyl-4-[(4-chloro-2-nitro-phenyl)(hydroxy)methyl]-1H-pyrazole-5-carboxylate (1.64 g, 4.17 mmol) in dichloromethane (15 mL). The resulting mixture was stirred at room temperature for 4 days. The dichloromethane solution... Reactants: FC1=C(C=CC(=C1)F)[C@]1(OC1)[C@H](C)O ((1S)-1-[(2R)-2-(2,4-difluorophenyl)-2-oxiranyl]ethanol), ClC1=CC=C(C=C1)N1C(NC=C1)=O (1-(4-chlorophenyl)-2(1H,3H)-imidazolone). Yields the product ClC1=CC=C(C=C1)N1C(N(C=C1)[C@@H]([C@]1(CO1)C1=C(C=C(C=C1)F)F)C)=O (1-(4-chlorophenyl)-3-[(1R,2S)-2-(2,4-difluorophenyl)-2,3-epoxy-1-methylpropyl]- 2(1H,3H)-imidazolone). Yield: 12.0%. As a reaction SMILES: [F:1][C:2]1[CH:7]=[C:6]([F:8])[CH:5]=[CH:4][C:3]=1[C@:9]1([C@@H:12](O)[CH3:13])[CH2:11][O:10]1.[Cl:15][C:16]1[CH:21]=[CH:20][C:19]([N:22]2[CH:26]=[CH:25][NH:24][C:23]2=[O:27])=[CH:18][CH:17]=1>>[Cl:15][C:16]1[CH:17]=[CH:18][C:19]([N:22]2[CH:26]=[CH:25][N:24]([C@H:12]([CH3:13])[C@:9]3([C:3]4[CH:4]=[CH:5][C:6]([F:8])=[CH:7][C:2]=4[F:1])[O:10][CH2:11]3)[C:23]2=[O:27])=[CH:20][CH:21]=1. Reported procedure: In the same manner as in Reference Example 5, starting from 0.80 g of (1S)-1-[(2R)-2-(2,4-difluorophenyl)-2-oxiranyl]ethanol and 0.78 g of 1-(4-chlorophenyl)-2(1H,3H)-imidazolone, 0.18 g of 1-(4-chlorophenyl)-3-[(1R,2S)-2-(2,4-difluorophenyl)-2,3-epoxy-1-methylpropyl]- 2(1H,3H)-imidazolone was obtained as a colorless viscous oil. Reaction SMILES: [Cl:1][C:2]1[CH:3]=[C:4]([OH:12])[CH:5]=[CH:6][C:7]=1[C:8]([F:11])([F:10])[F:9].Br[CH2:14][C:15]1[C:27]([F:28])=[CH:26][C:18]([C:19]([NH:21][S:22]([CH3:25])(=[O:24])=[O:23])=[O:20])=[C:17]([F:29])[CH:16]=1.C(=O)([O-])[O-].[K+].[K+].Cl>CS(C)=O>[Cl:1][C:2]1[CH:3]=[C:4]([CH:5]=[CH:6][C:7]=1[C:8]([F:10])([F:11])[F:9])[O:12][CH2:14][C:15]1[C:27]([F:28])=[CH:26][C:18]([C:19]([NH:21][S:22]([CH3:25])(=[O:24])=[O:23])=[O:20])=[C:17]([F:29])[CH:16]=1 |f:2.3.4|. The reactants are ClC=1C=C(C=CC1C(F)(F)F)O (3-chloro-4-(trifluoromethyl)phenol), BrCC1=CC(=C(C(=O)NS(=O)(=O)C)C=C1F)F (4-(bromomethyl)-2,5-difluoro-N-(methylsulfonyl)benzamide), C([O-])([O-])=O.[K+].[K+] (potassium carbonate), aqueous solution, Cl (hydrogen chloride). Yields the product ClC=1C=C(OCC2=CC(=C(C(=O)NS(=O)(=O)C)C=C2F)F)C=CC1C(F)(F)F (4-{[3-Chloro-4-(trifluoromethyl)phenoxy]methyl}-2,5-difluoro-N-(methylsulfonyl)benzamide). Solvent: CS(=O)C (dimethyl sulfoxide). Reported procedure: A solution of 3-chloro-4-(trifluoromethyl)phenol (Preparation 5, 50 mg, 0.26 mmol), 4-(bromomethyl)-2,5-difluoro-N-(methylsulfonyl)benzamide (Preparation 4, 84 mg, 0.26 mmol) and potassium carbonate (71 mg, 0.51 mmol) in dimethyl sulfoxide (5 mL) was stirred at room temperature for 16 hours. A 2M aqueous solution of hydrogen chloride was added to the reaction mixture. The resulting precipitate was filtered, washed with diethyl ether (5 mL) and dried. The material was purified by reverse phase co... The yield is 56.3%.